Dataset: the Open Reaction Database (ORD), a public repository of structured organic reaction records. Task: describe an organic reaction: reactants, conditions, products, and yield Reactants: OC=1C=C(C=CC1O)CCNC(=O)C12CC3(CC(CC(C1)C3)C2)C2=CC=C(C=C2)Cl (3-(4-chlorophenyl)adamantane-1-carboxylic acid [2-(3,4-dihydroxyphenyl)ethyl]amide). Solvent: C(CC)(=O)OC(CC)=O (propionic anhydride), OS(=O)(=O)O (H2SO4). Conditions: time 3 day. The product is C(CC)(=O)OC1=C(C=C(C=C1)CCNC(=O)C12CC3(CC(CC(C1)C3)C2)C2=CC=C(C=C2)Cl)OC(CC)=O (propionic acid 2-propionyloxy-5-(2-{[3-(4-chlorophenyl)adamantane-1-carbonyl]amino}ethyl)phenyl ester). As a reaction SMILES: [OH:1][C:2]1[CH:3]=[C:4]([CH2:9][CH2:10][NH:11][C:12]([C:14]23[CH2:23][CH:18]4[CH2:19][CH:20]([CH2:22][C:16]([C:24]5[CH:29]=[CH:28][C:27]([Cl:30])=[CH:26][CH:25]=5)([CH2:17]4)[CH2:15]2)[CH2:21]3)=[O:13])[CH:5]=[CH:6][C:7]=1[OH:8]>C(OC(=O)CC)(=O)CC.OS(O)(=O)=O>[C:2]([O:8][C:7]1[CH:6]=[CH:5][C:4]([CH2:9][CH2:10][NH:11][C:12]([C:14]23[CH2:21][CH:20]4[CH2:19][CH:18]([CH2:17][C:16]([C:24]5[CH:25]=[CH:26][C:27]([Cl:30])=[CH:28][CH:29]=5)([CH2:22]4)[CH2:15]2)[CH2:23]3)=[O:13])=[CH:3][C:2]=1[O:1][C:12](=[O:13])[CH2:14][CH3:15])(=[O:1])[CH2:7][CH3:6]. Reported procedure: Compound 1 was dissolved in propionic anhydride with a catalytic amount of 98% H2SO4 and stirred under N2 for 3 days at room temperature. The solution was then concentrated under a vacuum and filtered to give the product Compound 3, with a melting point of 114-115° C. 1H NMR (500 MHz, CDCl3) δ 1.24-1.30 (m, 6H, 2CH3), 1.74 (m, 2H, Admant-H), 1.84-1.87 (m, 8H, Admant-H), 1.93 (s, 2H, Admant-H), 2.26 (m, 2H, Admant-H), 2.53-2.61 (m, 4H, 2COCH2), 2.82-2.85 (t, J=7.5 Hz, 2H, CH2), 3.50-3.54 (q, 2H, ... Reaction SMILES: [C:8]([CH3:9])(=[O:10])[O:11][CH:12]1[CH:13]([Br:26])[S:14][CH2:15][CH:16]([O:22][C:23]([CH3:24])=[O:25])[CH:17]1[O:18][C:19]([CH3:20])=[O:21].[O:27]=[Zn:28].[SH:1][c:2]1[cH:3][cH:4][cH:5][cH:6][cH:7]1>>[S:1]([c:2]1[cH:3][cH:4][cH:5][cH:6][cH:7]1)[CH:13]1[CH:12]([O:11][C:8]([CH3:9])=[O:10])[CH:17]([O:18][C:19]([CH3:20])=[O:21])[CH:16]([O:22][C:23]([CH3:24])=[O:25])[CH2:15][S:14]1. Product: CC(=O)OC1CSC(Sc2ccccc2)C(OC(C)=O)C1OC(C)=O. Starting materials: CC(=O)OC1CSC(Br)C(OC(C)=O)C1OC(C)=O, O=[Zn], Sc1ccccc1. Starting materials: C, [H][H], C1COCCO1, CC(C)(O)CCCCc1ccc(C=Cc2cc(O)cc(O)c2)cc1, [Pd]. Reaction SMILES: [C:33].[H:25][H:26].[O:27]1[CH2:28][CH2:29][O:30][CH2:31][CH2:32]1.[OH:1][C:2]([CH2:3][CH2:4][CH2:5][CH2:6][c:7]1[cH:8][cH:9][c:10]([CH:13]=[CH:14][c:15]2[cH:16][c:17]([OH:22])[cH:18][c:19]([OH:21])[cH:20]2)[cH:11][cH:12]1)([CH3:23])[CH3:24].[Pd:34]>>[OH:1][C:2]([CH2:3][CH2:4][CH2:5][CH2:6][c:7]1[cH:8][cH:9][c:10]([CH2:13][CH2:14][c:15]2[cH:16][c:17]([OH:22])[cH:18][c:19]([OH:21])[cH:20]2)[cH:11][cH:12]1)([CH3:23])[CH3:24]. Product: CC(C)(O)CCCCc1ccc(CCc2cc(O)cc(O)c2)cc1.